From a dataset of the Open Reaction Database (ORD), a public repository of structured organic reaction records. describe an organic reaction: reactants, conditions, products, and yield Starting materials: C(C)(C)(C)OC(C(C)(C)O\N=C(/C(=O)N[C@H]1[C@H](N(C1=O)S(=O)(=O)O)CN1N=CC(=N1)C)\C=1N=C(SC1)NC(=O)OC(C)(C)C)=O ((2R,3S)-3-((Z)-2-(((1-(tert-butoxy)-2-methyl-1-oxopropan-2-yl)oxy)imino)-2-(2-((tert-butoxycarbonyl)amino)thiazol-4-yl)acetamido)-2-((4-methyl-2H-1,2,3-triazol-2-yl)methyl)-4-oxoazetidine-1-sulfonic acid). Solvent: C(=O)O (formic acid). Product: NC=1SC=C(N1)/C(/C(=O)N[C@H]1[C@H](N(C1=O)S(=O)(=O)O)CN1N=CC(=N1)C)=N/OC(C(=O)O)(C)C (2-(((Z)-(1-(2-aminothiazol-4-yl)-2-(((2R,3S)-2-((4-methyl-2H-1,2,3-triazol-2-yl)methyl)-4-oxo-1-sulfoazetidin-3-yl)amino)-2-oxoethylidene)amino)oxy)-2-methylpropanoic acid). The yield is 26.5%. As a reaction SMILES: C([O:5][C:6](=[O:45])[C:7]([O:10]/[N:11]=[C:12](/[C:32]1[N:33]=[C:34]([NH:37]C(OC(C)(C)C)=O)[S:35][CH:36]=1)\[C:13]([NH:15][C@@H:16]1[C:19](=[O:20])[N:18]([S:21]([OH:24])(=[O:23])=[O:22])[C@@H:17]1[CH2:25][N:26]1[N:30]=[C:29]([CH3:31])[CH:28]=[N:27]1)=[O:14])([CH3:9])[CH3:8])(C)(C)C>C(O)=O>[NH2:37][C:34]1[S:35][CH:36]=[C:32](/[C:12](=[N:11]/[O:10][C:7]([CH3:9])([CH3:8])[C:6]([OH:45])=[O:5])/[C:13]([NH:15][C@@H:16]2[C:19](=[O:20])[N:18]([S:21]([OH:24])(=[O:22])=[O:23])[C@@H:17]2[CH2:25][N:26]2[N:30]=[C:29]([CH3:31])[CH:28]=[N:27]2)=[O:14])[N:33]=1. Reported procedure: (2R,3S)-3-((Z)-2-(((1-(tert-butoxy)-2-methyl-1-oxopropan-2-yl)oxy)imino)-2-(2-((tert-butoxycarbonyl)amino)thiazol-4-yl)acetamido)-2-((4-methyl-2H-1,2,3-triazol-2-yl)methyl)-4-oxoazetidine-1-sulfonic acid (67 mg, 0.10 mmol) was stirred with formic acid (1.5 mL) at rt for 3.5 h then concentrated in vacuo. The crude residue was purified by reverse phase prep HPLC (XBridge, 30×100 mm, 5 μm, C18 column; ACN-water with 0.1% formic acid modifier, 1 mL/min), affording the title compound (13.7 mg, 27%) a... Reactants: O1C(=CC2=C1C=CC=C2)C(CN(C)CC2=C(C=1N(C=C(C(C1S2)=O)C(=O)NCC2=CC=C(C=C2)Cl)C)COCC[Si](C)(C)C)O (2-{[[2-(1-benzofuran-2-yl)-2-hydroxyethyl](methyl)amino]methyl}-N-(4-chlorobenzyl)-4-methyl-7-oxo-3-{[2-(trimethylsilyl)ethoxy]methyl}-4,7-dihydrothieno[3,2-b]pyridine-6-carboxamide), C(=O)(O)[O-].[Na+] (NaHCO3). Run in C(Cl)(Cl)Cl (CHCl3), C(=O)(C(F)(F)F)O (TFA), C(Cl)Cl (CH2Cl2). Product: O1C(=CC2=C1C=CC=C2)C(CN(C)CC2=C(C=1N(C=C(C(C1S2)=O)C(=O)NCC2=CC=C(C=C2)Cl)C)CO)O (2-{[[2-(1-Benzofuran-2-yl)-2-hydroxyethyl](methyl)amino]methyl}-N-(4-chlorobenzyl)-3-(hydroxymethyl)-4-methyl-7-oxo-4,7-dihydrothieno[3,2-b]pyridine-6-carboxamide). Yield: 78.7%. As a reaction SMILES: [O:1]1[C:5]2[CH:6]=[CH:7][CH:8]=[CH:9][C:4]=2[CH:3]=[C:2]1[CH:10]([OH:45])[CH2:11][N:12]([CH2:14][C:15]1[S:23][C:22]2[C:21](=[O:24])[C:20]([C:25]([NH:27][CH2:28][C:29]3[CH:34]=[CH:33][C:32]([Cl:35])=[CH:31][CH:30]=3)=[O:26])=[CH:19][N:18]([CH3:36])[C:17]=2[C:16]=1[CH2:37][O:38]CC[Si](C)(C)C)[CH3:13].C([O-])(O)=O.[Na+]>C(O)(C(F)(F)F)=O.C(Cl)Cl.C(Cl)(Cl)Cl>[O:1]1[C:5]2[CH:6]=[CH:7][CH:8]=[CH:9][C:4]=2[CH:3]=[C:2]1[CH:10]([OH:45])[CH2:11][N:12]([CH2:14][C:15]1[S:23][C:22]2[C:21](=[O:24])[C:20]([C:25]([NH:27][CH2:28][C:29]3[CH:34]=[CH:33][C:32]([Cl:35])=[CH:31][CH:30]=3)=[O:26])=[CH:19][N:18]([CH3:36])[C:17]=2[C:16]=1[CH2:37][OH:38])[CH3:13] |f:1.2|. Procedure details: A solution of 154 mg of 2-{[[2-(1-benzofuran-2-yl)-2-hydroxyethyl](methyl)amino]methyl}-N-(4-chlorobenzyl)-4-methyl-7-oxo-3-{[2-(trimethylsilyl)ethoxy]methyl}-4,7-dihydrothieno[3,2-b]pyridine-6-carboxamide in 3 mL of 75% TFA in CH2Cl2 is stirred at room temperature for 4 h, then diluted with CHCl3 and added to stirred aq. NaHCO3. The aqueous phase is extracted with 4 portions of CH2Cl2, and the combined organic phases dried (Na2SO4) and concentrated under reduced pressure. Flash chromatography o... The reactants are Br, CC(C)=O, OC1(C(c2ccc(F)cc2)c2ccccc2F)CSC2=NCCCN21. Yields the product Br, Fc1ccc(C(C2=CSC3=NCCCN23)c2ccccc2F)cc1. As a reaction SMILES: [BrH:1].[CH3:27][C:28](=[O:29])[CH3:30].[F:2][c:3]1[c:4]([CH:5]([c:6]2[cH:7][cH:8][c:9]([F:12])[cH:10][cH:11]2)[C:13]2([OH:22])[CH2:14][S:15][C:16]3=[N:21][CH2:20][CH2:19][CH2:18][N:17]23)[cH:23][cH:24][cH:25][cH:26]1>>[BrH:1].[F:2][c:3]1[c:4]([CH:5]([c:6]2[cH:7][cH:8][c:9]([F:12])[cH:10][cH:11]2)[C:13]2=[CH:14][S:15][C:16]3=[N:21][CH2:20][CH2:19][CH2:18][N:17]23)[cH:23][cH:24][cH:25][cH:26]1. Reactants: N1CCC(CC1)C1=C(NC2=CC=CC=C12)C1=CC=CC=C1 (3-(Piperidin-4-yl)-2-phenyl-1H-indole), C(#N)[BH3-].[Na+] (sodium cyanoborohydride), C=O (formaldehyde), CC(=O)O (AcOH), C(=O)(O)[O-].[Na+] (NaHCO3). The solvent is CO (MeOH). Run at time 2 hour. Product: CN1CCC(CC1)C1=C(NC2=CC=CC=C12)C1=CC=CC=C1 (3-(1-Methylpiperidin-4-yl)-2-phenyl-1H-indole). Yield: 24.1%. As a reaction SMILES: [NH:1]1[CH2:6][CH2:5][CH:4]([C:7]2[C:15]3[C:10](=[CH:11][CH:12]=[CH:13][CH:14]=3)[NH:9][C:8]=2[C:16]2[CH:21]=[CH:20][CH:19]=[CH:18][CH:17]=2)[CH2:3][CH2:2]1.[C:22]([BH3-])#N.[Na+].C=O.CC(O)=O.C([O-])(O)=O.[Na+]>CO>[CH3:22][N:1]1[CH2:6][CH2:5][CH:4]([C:7]2[C:15]3[C:10](=[CH:11][CH:12]=[CH:13][CH:14]=3)[NH:9][C:8]=2[C:16]2[CH:21]=[CH:20][CH:19]=[CH:18][CH:17]=2)[CH2:3][CH2:2]1 |f:1.2,5.6|. Procedure details: 3-(Piperidin-4-yl)-2-phenyl-1H-indole (200 mg, 0.7 mmol), sodium cyanoborohydride (51 mg, 0.8 mmol), formaldehyde (60 μl, 40% in H2O, 0.8 mmol) and AcOH (97 μl, 1.7 mmol) were stirred in MeOH (5 ml) at 0° C. for 1 h, then room temperature for 2 h. The solution was poured into saturated NaHCO3 solution and extracted with EtOAc. The organic layer was washed with water and brine, dried, and evaporated in vacuo to give white crystals (49 mg, 23%), mp 245-246° C. (from EtOH); δH (360 MHz, d6-DMSO) 1.... The reactants are COC1=CC=C(C=C1)Cl (p-methoxyphenyl chloride), C(C)(=O)C1=CC=CC=C1 (acetophenone), P (phosphine). Reagents/catalysts: C(C=CC1=CC=CC=C1)Cl.[Pd] (palladium cinnamyl chloride). Solvent: C1(=CC=CC=C1)C (toluene). Product: COC1=CC=C(C=C1)CC(=O)C1=CC=CC=C1 (2-(4′-Methoxyphenyl)-1-phenyl-1-ethanone). Isolated yield 78.4%. RXN SMILES: [CH3:1][O:2][C:3]1[CH:8]=[CH:7][C:6](Cl)=[CH:5][CH:4]=1.[C:10]([C:13]1[CH:18]=[CH:17][CH:16]=[CH:15][CH:14]=1)(=[O:12])[CH3:11].P>C1(C)C=CC=CC=1.C(Cl)C=CC1C=CC=CC=1.[Pd]>[CH3:1][O:2][C:3]1[CH:8]=[CH:7][C:6]([CH2:11][C:10]([C:13]2[CH:18]=[CH:17][CH:16]=[CH:15][CH:14]=2)=[O:12])=[CH:5][CH:4]=1 |f:4.5|. Procedure: This reaction is carried out in the same manner as the reaction in example 3. The difference is that, the reactants are p-methoxyphenyl chloride (142.2 mg, 1.0 mmol), acetophenone (302.1 mg, 2.5 mmol), palladium cinnamyl chloride (7.8 mg, 0.015 mmol), 2-Methoxy-6-(N-methyl-N-phenyl-amino)phenyldicyclohexyl)phosphine (18.4 mg, 0.045 mmol), K3PO43H2O (664.0 mg, 2.5 mmol) in 3 mL dry toluene at 110° C. for 16.7 h. 2-(4′-Methoxyphenyl)-1-phenyl-1-ethanone (177.3 mg) was obtained with a yield of 79% ... Starting materials: CCOC(=O)CC(=O)OCC, C[O-], CCO, ClCc1ccccc1, [Na+]. Yields the product CCOC(=O)C(Cc1ccccc1)C(=O)OCC. As a reaction SMILES: [C:4]([CH2:5][C:6](=[O:7])[O:8][CH2:9][CH3:10])(=[O:11])[O:12][CH2:13][CH3:14].[CH3:1][O-:2].[CH3:23][CH2:24][OH:25].[Cl:15][CH2:16][c:17]1[cH:18][cH:19][cH:20][cH:21][cH:22]1.[Na+:3]>>[C:4]([CH:5]([C:6](=[O:7])[O:8][CH2:9][CH3:10])[CH2:16][c:17]1[cH:18][cH:19][cH:20][cH:21][cH:22]1)(=[O:11])[O:12][CH2:13][CH3:14]. Reactants: NN1C(C2=CC=CC=C2C(=N1)CC1=CC=C(C=C1)Cl)=O (2-amino-4-(4-chlorobenzyl)-phthalazin-1(2H)-one), ClC1=CC=C(C=C1)CC(=O)O (2-(4-chlorophenyl)acetic acid). Product: ClC1=CC=C(CC2=NN(C(C3=CC=CC=C23)=O)NC(CC2=CC=C(C=C2)Cl)=O)C=C1 (N-[4-(4-chlorobenzyl)-1-oxophthalazin-2(1H)-yl]-2-(4-chlorophenyl)acetamide). RXN SMILES: [NH2:1][N:2]1[N:11]=[C:10]([CH2:12][C:13]2[CH:18]=[CH:17][C:16]([Cl:19])=[CH:15][CH:14]=2)[C:9]2[C:4](=[CH:5][CH:6]=[CH:7][CH:8]=2)[C:3]1=[O:20].[Cl:21][C:22]1[CH:27]=[CH:26][C:25]([CH2:28][C:29](O)=[O:30])=[CH:24][CH:23]=1>>[Cl:19][C:16]1[CH:15]=[CH:14][C:13]([CH2:12][C:10]2[C:9]3[C:4](=[CH:5][CH:6]=[CH:7][CH:8]=3)[C:3](=[O:20])[N:2]([NH:1][C:29](=[O:30])[CH2:28][C:25]3[CH:26]=[CH:27][C:22]([Cl:21])=[CH:23][CH:24]=3)[N:11]=2)=[CH:18][CH:17]=1. Procedure details: The product of Example 144A and 2-(4-chlorophenyl)acetic acid were treated using a method similar to that described in Example 17C to give the title compound. 1H NMR (400 MHz, DMSO-d6) δ ppm 11.63 (s, 1H), 8.30 (d, J=8.3 Hz, 1H), 7.95-7.99 (m, 1H), 7.90-7.95 (m, 1H), 7.84-7.89 (m, 1H), 7.37-7.44 (m, 4H), 7.31-7.38 (m, 4H), 4.32-4.32 (bs, 2H), 3.70 (s, 2H); LC/MS (APCI) M/Z 438 (M+H)+.